From a dataset of the Open Reaction Database (ORD), a public repository of structured organic reaction records. describe an organic reaction: reactants, conditions, products, and yield Starting materials: BrC1=CC(=CC=C1)Br (1,3-dibromobenzene), Cl.N1CCC1 (azetidine hydrochloride), C=1C=CC(=CC1)P(C=2C=CC=CC2)C3=CC=C4C=CC=CC4=C3C5=C6C=CC=CC6=CC=C5P(C=7C=CC=CC7)C=8C=CC=CC8 (BINAP), [Na] (sodium). Reagents/catalysts: C=1C=CC(=CC1)/C=C/C(=O)/C=C/C2=CC=CC=C2.C=1C=CC(=CC1)/C=C/C(=O)/C=C/C2=CC=CC=C2.C=1C=CC(=CC1)/C=C/C(=O)/C=C/C2=CC=CC=C2.[Pd].[Pd] (tris(dibenzylideneacetone)dipalladium). Run in C1(=CC=CC=C1)C (toluene). Reaction conditions: temperature 80 celsius. Yields the product BrC=1C=C(C=CC1)N1CCC1 (1-(3-bromophenyl)azetidine). The yield is 12.0%. RXN SMILES: Br[C:2]1[CH:7]=[CH:6][CH:5]=[C:4]([Br:8])[CH:3]=1.Cl.[NH:10]1[CH2:13][CH2:12][CH2:11]1.C1C=CC(P(C2C(C3C(P(C4C=CC=CC=4)C4C=CC=CC=4)=CC=C4C=3C=CC=C4)=C3C(C=CC=C3)=CC=2)C2C=CC=CC=2)=CC=1.[Na]>C1(C)C=CC=CC=1.C1C=CC(/C=C/C(/C=C/C2C=CC=CC=2)=O)=CC=1.C1C=CC(/C=C/C(/C=C/C2C=CC=CC=2)=O)=CC=1.C1C=CC(/C=C/C(/C=C/C2C=CC=CC=2)=O)=CC=1.[Pd].[Pd]>[Br:8][C:4]1[CH:3]=[C:2]([N:10]2[CH2:13][CH2:12][CH2:11]2)[CH:7]=[CH:6][CH:5]=1 |f:1.2,6.7.8.9.10,^1:59|. Procedure: To a solution of 1,3-dibromobenzene (472 mg, 2 mmol) in toluene (5 mL), were added azetidine hydrochloride (187 mg, 2 mmol), tris(dibenzylideneacetone)dipalladium (46 mg, 0.05 mmol), racemic BINAP (93 mg, 0.15 mmol) and sodium tert-butoxyde (230 mg, 2.4 mmol). The reaction was heated to 80° C. for 12 hr under nitrogen gas. The reaction mixture was filtered through celite and the filtered mixture was evaporated. The residue was purified by silica gel column chromatography (hexane:ethyl acetate: m... Reactants: C1(=CC=CC=C1)N=C=O (phenyl isocyanate), NC1=C(C(=O)C2=CC=CC=C2)C=C(C=C1)Cl (2-amino-5-chlorobenzophenone). Run in C(Cl)Cl (methylene chloride). Yields the product C(C1=CC=CC=C1)(=O)C1=C(C=CC(=C1)Cl)NC(=O)NC1=CC=CC=C1 (1-(2-benzoyl-4-chlorophenyl)-3-phenylurea). Yield: 90.4%. RXN SMILES: [C:1]1([N:7]=[C:8]=[O:9])[CH:6]=[CH:5][CH:4]=[CH:3][CH:2]=1.[NH2:10][C:11]1[CH:24]=[CH:23][C:22]([Cl:25])=[CH:21][C:12]=1[C:13]([C:15]1[CH:20]=[CH:19][CH:18]=[CH:17][CH:16]=1)=[O:14]>C(Cl)Cl>[C:13]([C:12]1[CH:21]=[C:22]([Cl:25])[CH:23]=[CH:24][C:11]=1[NH:10][C:8]([NH:7][C:1]1[CH:6]=[CH:5][CH:4]=[CH:3][CH:2]=1)=[O:9])(=[O:14])[C:15]1[CH:16]=[CH:17][CH:18]=[CH:19][CH:20]=1. Procedure: A solution of 13.1 g (0.11 mole) of phenyl isocyanate and 23.17 g (0.1 mole) of 2-amino-5-chlorobenzophenone in 70 ml of methylene chloride was refluxed for 20 hr, and then evaporated to dryness under reduced pressure. The residue was recrystallized from ethanol to give 31.71 g (90%) of 1-(2-benzoyl-4-chlorophenyl)-3-phenylurea as colorless crystals: mp 145°-147°; 1H nmr (DMSO-d6) δ6.7-8.3 ppm (m, 13H), 9.43 ppm (d, J=7 Hz, 1H, exD2O) and 10.25 ppm (s, 1H, exD2O); 13C nmr (DMSO-d6) δ152.2 ppm (N... Reactants: COC(=O)C(NC(=O)OC(C)(C)C)c1ccccc1, [H-], [Na+], CN(C)C=O. Yields the product COC(=O)C(c1ccccc1)N(C)C(=O)OC(C)(C)C. As a reaction SMILES: [C:1]([CH3:2])([CH3:3])([CH3:4])[O:5][C:6](=[O:7])[NH:8][CH:9]([C:10](=[O:11])[O:12][CH3:13])[c:14]1[cH:15][cH:16][cH:17][cH:18][cH:19]1.[H-:21].[Na+:20].[O:22]=[CH:23][N:24]([CH3:25])[CH3:26]>>[C:1]([CH3:2])([CH3:3])([CH3:4])[O:5][C:6](=[O:7])[N:8]([CH:9]([C:10](=[O:11])[O:12][CH3:13])[c:14]1[cH:15][cH:16][cH:17][cH:18][cH:19]1)[CH3:23]. Product: O=C(O)C1CCCN(C(=O)OCc2ccccc2)C1. As a reaction SMILES: [C:12]([O:13][CH2:14][c:15]1[cH:16][cH:17][cH:18][cH:19][cH:20]1)(=[O:21])[Cl:22].[CH3:25][CH2:26][O:27][CH2:28][CH3:29].[ClH:23].[Na+:2].[OH-:1].[OH2:24].[OH:3][C:4](=[O:5])[CH:6]1[CH2:7][CH2:8][CH2:9][NH:10][CH2:11]1>>[OH:3][C:4](=[O:5])[CH:6]1[CH2:7][CH2:8][CH2:9][N:10]([C:12]([O:13][CH2:14][c:15]2[cH:16][cH:17][cH:18][cH:19][cH:20]2)=[O:21])[CH2:11]1. Reactants: O=C(Cl)OCc1ccccc1, CCOCC, Cl, [Na+], [OH-], O, O=C(O)C1CCCNC1. Procedure details: Using 4-fluoro-5-(trifluoromethyl)benzaldehyde (0.20 g, 1.0 mmol), 4-[(4-methylphenyl)thio]-3-(trifluoromethyl)benzaldehyde (0.30 g, 100%) was obtained in a manner similar to the synthesis of 5-bromo-2-[(4-methylphenyl)thio]benzaldehyde. Reactants: BrC=1C=CC(=C(C=O)C1)SC1=CC=C(C=C1)C (5-bromo-2-[(4-methylphenyl)thio]benzaldehyde), FC1=CC=C(C=O)C=C1C(F)(F)F (4-fluoro-5-(trifluoromethyl)benzaldehyde). The yield is 100.0%. Reaction SMILES: F[C:2]1[C:9]([C:10]([F:13])([F:12])[F:11])=[CH:8][C:5]([CH:6]=[O:7])=[CH:4][CH:3]=1.BrC1C=CC([S:23][C:24]2[CH:29]=[CH:28][C:27]([CH3:30])=[CH:26][CH:25]=2)=C(C=1)C=O>>[CH3:30][C:27]1[CH:28]=[CH:29][C:24]([S:23][C:2]2[CH:3]=[CH:4][C:5]([CH:6]=[O:7])=[CH:8][C:9]=2[C:10]([F:13])([F:12])[F:11])=[CH:25][CH:26]=1. The product is CC1=CC=C(C=C1)SC1=C(C=C(C=O)C=C1)C(F)(F)F (4-[(4-methylphenyl)thio]-3-(trifluoromethyl)benzaldehyde). Reactants: C(C)(C)(C)OCC(COCCOCCCC)OCCOCCCC (1-tert-butyloxy-2,3-di(2-n-butoxy ethoxy)propane), C([O-])([O-])=O.[K+].[K+] (potassium carbonate), liquid, solution, ClCCl (dichloromethane). The solvent is C(C)OCC (diethyl ether). Product: C(CCC)OCCOC(CO)COCCOCCCC (2,3-di-(2-n-butoxy ethoxy)propanol). RXN SMILES: C([O:5][CH2:6][CH:7]([O:17][CH2:18][CH2:19][O:20][CH2:21][CH2:22][CH2:23][CH3:24])[CH2:8][O:9][CH2:10][CH2:11][O:12][CH2:13][CH2:14][CH2:15][CH3:16])(C)(C)C.ClCCl.C(=O)([O-])[O-].[K+].[K+]>C(OCC)C>[CH2:21]([O:20][CH2:19][CH2:18][O:17][CH:7]([CH2:8][O:9][CH2:10][CH2:11][O:12][CH2:13][CH2:14][CH2:15][CH3:16])[CH2:6][OH:5])[CH2:22][CH2:23][CH3:24] |f:2.3.4|. Procedure: Compound 31 was prepared as described for 29. The reagents used were as follows, compound 25 (38.0 g, 0.109 mol.), tetrafluoroboric acid-diethyl ether complex (22 ml of a 54% solution in diethyl ether) dichloromethane (100 ml) and excess potassium carbonate. The final yield was a colorless liquid (17.3 g, 59%), (bpt. 95°-120° C., 0.04 torr): 1H-NMR (CDCl3), d, (ppm). Mass spectroscopy, m/e 293 MH+. Reactants: C(C1=CC=CC=C1)OC=1C(=C2CCC(OC2=C(C1C)C)(CC=O)C)C ((±) -6-benzyloxy-2,5,7,8-tetramethylchroman-2-acetaldehyde), C(C)O (ethanol), [OH-].[Na+] (sodium hydroxide). The reagents and catalysts are [N+](=O)([O-])[O-].[Ag+] (silver nitrate). Solvent: O (H2O), O (H2O). Conditions: time 2 hour. Product: C(C1=CC=CC=C1)OC=1C(=C2CCC(OC2=C(C1C)C)(CC(=O)O)C)C ((±)-6-benzyloxy-2,5,7,8-tetramethylchroman2-acetic acid). As a reaction SMILES: [CH2:1]([O:8][C:9]1[C:10]([CH3:25])=[C:11]2[C:16](=[C:17]([CH3:20])[C:18]=1[CH3:19])[O:15][C:14]([CH3:24])([CH2:21][CH:22]=[O:23])[CH2:13][CH2:12]2)[C:2]1[CH:7]=[CH:6][CH:5]=[CH:4][CH:3]=1.C([OH:28])C.[OH-].[Na+]>[N+]([O-])([O-])=O.[Ag+].O>[CH2:1]([O:8][C:9]1[C:10]([CH3:25])=[C:11]2[C:16](=[C:17]([CH3:20])[C:18]=1[CH3:19])[O:15][C:14]([CH3:24])([CH2:21][C:22]([OH:28])=[O:23])[CH2:13][CH2:12]2)[C:2]1[CH:7]=[CH:6][CH:5]=[CH:4][CH:3]=1 |f:2.3,4.5|. Procedure details: To a solution of 6.09 g. of (±) -6-benzyloxy-2,5,7,8-tetramethylchroman-2-acetaldehyde in 280 ml. of ethanol was added a solution of 3.57 g. of silver nitrate in 42 ml. of H2O followed, dropwise over 0.5 hour, by a solution of 3.49 g. of sodium hydroxide in 100 ml. of H2O. The mixture was stirred at 23° for 2.0 hours, filtered, concentrated in vacuo, diluted with H2O, and extracted with ether. The aqueous solution was acidified with 1 N HCl and again extracted with ether. These latter extracts w...